Dataset: the Open Reaction Database (ORD), a public repository of structured organic reaction records. Task: describe an organic reaction: reactants, conditions, products, and yield Reactants: O (water), CC1(C(NC2=CC(=CC=C12)NC(C1=C(C=NC=C1)F)=O)=O)C (N-(3,3-Dimethyl-2-oxoindolin-6-yl)-3-fluoroisonicotinamide), FC(S(=O)(=O)OCC(F)(F)F)(F)F (2,2,2-trifluoroethyl trifluoromethanesulfonate), C([O-])([O-])=O.[Cs+].[Cs+] (cesium carbonate). Run in CN(C)C=O (DMF). The product is CC1(C(N(C2=CC(=CC=C12)NC(C1=C(C=NC=C1)F)=O)CC(F)(F)F)=O)C (N-(3,3-Dimethyl-2-oxo-1-(2,2,2-trifluoroethyl)indolin-6-yl)-3-fluoroisonicotinamide), foam. RXN SMILES: [CH3:1][C:2]1([CH3:22])[C:10]2[C:5](=[CH:6][C:7]([NH:11][C:12](=[O:20])[C:13]3[CH:18]=[CH:17][N:16]=[CH:15][C:14]=3[F:19])=[CH:8][CH:9]=2)[NH:4][C:3]1=[O:21].FC(F)(F)S(O[CH2:29][C:30]([F:33])([F:32])[F:31])(=O)=O.C(=O)([O-])[O-].[Cs+].[Cs+].O>CN(C=O)C>[CH3:1][C:2]1([CH3:22])[C:10]2[C:5](=[CH:6][C:7]([NH:11][C:12](=[O:20])[C:13]3[CH:18]=[CH:17][N:16]=[CH:15][C:14]=3[F:19])=[CH:8][CH:9]=2)[N:4]([CH2:29][C:30]([F:33])([F:32])[F:31])[C:3]1=[O:21] |f:2.3.4|. Procedure details: To a solution of N-(3,3-dimethyl-2-oxoindolin-6-yl)-3-fluoroisonicotinamide (example 72, 78 mg, 261 μmol) in DMF (700 μl) under an argon atmosphere was added 2,2,2-trifluoroethyl trifluoromethanesulfonate (66.5 mg, 39.6 μl, 287 μmol) and cesium carbonate (93.4 mg, 287 μmol). After 3 hours at room temperature the reaction mixture was poured into water and the aqueous phase was extracted with EtOAc. The combined organic layers were dried over Na2SO4 and the solvent was evaporated. The residue was ... Reactants: COC(=O)c1cc(C)c(-c2ccc(OCc3c(-c4ccccc4OC(F)(F)F)noc3C(C)C)cc2C)s1, CCO, NN, O. The product is Cc1cc(OCc2c(-c3ccccc3OC(F)(F)F)noc2C(C)C)ccc1-c1sc(C(=O)NN)cc1C. RXN SMILES: [CH3:1][O:2][C:3](=[O:4])[c:5]1[s:6][c:7](-[c:11]2[c:12]([CH3:38])[cH:13][c:14]([O:17][CH2:18][c:19]3[c:20](-[c:27]4[c:28]([O:33][C:34]([F:35])([F:36])[F:37])[cH:29][cH:30][cH:31][cH:32]4)[n:21][o:22][c:23]3[CH:24]([CH3:25])[CH3:26])[cH:15][cH:16]2)[c:8]([CH3:10])[cH:9]1.[CH3:42][CH2:43][OH:44].[NH2:40][NH2:41].[OH2:39]>>[O:2]=[C:3]([c:5]1[s:6][c:7](-[c:11]2[c:12]([CH3:38])[cH:13][c:14]([O:17][CH2:18][c:19]3[c:20](-[c:27]4[c:28]([O:33][C:34]([F:35])([F:36])[F:37])[cH:29][cH:30][cH:31][cH:32]4)[n:21][o:22][c:23]3[CH:24]([CH3:25])[CH3:26])[cH:15][cH:16]2)[c:8]([CH3:10])[cH:9]1)[NH:40][NH2:41]. Starting materials: O=C([O-])O, C=C(C)C, ClCCl, [Na+], O=C1CCC(C(=O)O)O1. Product: CC(C)(C)OC(=O)C1CCC(=O)O1. RXN SMILES: [C:14](=[O:15])([OH:16])[O-:17].[CH2:10]=[C:11]([CH3:12])[CH3:13].[Cl:19][CH2:20][Cl:21].[Na+:18].[O:1]=[C:2]1[CH2:3][CH2:4][CH:5]([C:7](=[O:8])[OH:9])[O:6]1>>[O:1]=[C:2]1[CH2:3][CH2:4][CH:5]([C:7](=[O:8])[O:9][C:11]([CH3:10])([CH3:12])[CH3:13])[O:6]1. Starting materials: CN(C)P(=O)(N(C)C)N(C)C, ClP(Cl)Cl, c1ccc(OP(Oc2ccccc2)Oc2ccccc2)cc1. The product is ClP(Oc1ccccc1)Oc1ccccc1. Reaction SMILES: [CH3:27][N:28]([CH3:29])[P:30](=[O:31])([N:32]([CH3:33])[CH3:34])[N:35]([CH3:36])[CH3:37].[Cl:1][P:2]([Cl:3])[Cl:4].[c:5]1([O:11][P:12]([O:13][c:14]2[cH:15][cH:16][cH:17][cH:18][cH:19]2)[O:20][c:21]2[cH:22][cH:23][cH:24][cH:25][cH:26]2)[cH:6][cH:7][cH:8][cH:9][cH:10]1>>[Cl:1][P:12]([O:11][c:5]1[cH:6][cH:7][cH:8][cH:9][cH:10]1)[O:13][c:14]1[cH:15][cH:16][cH:17][cH:18][cH:19]1. As a reaction SMILES: C(O[C:9](=[O:27])[C@H:10]([CH2:22][CH2:23][CH2:24][CH2:25][NH2:26])[NH:11]C(OCC1C=CC=CC=1)=O)C1C=CC=CC=1.[OH-:28].[Na+].[NH2:30][C@H](C(O)=O)CCCCN.[CH3:40][OH:41]>>[NH2:11][C@H:10]([C:9]([NH2:30])=[O:27])[CH2:22][CH2:23][CH2:24][CH2:25][NH:26][C:40]([OH:41])=[O:28] |f:1.2|. Reactants: C(C1=CC=CC=C1)OC([C@@H](NC(=O)OCC1=CC=CC=C1)CCCCN)=O (Nα-CBZ-L-lysine benzyl ester), [OH-].[Na+] (sodium hydroxide), CO (methanol), N[C@@H](CCCCN)C(=O)O (lysine). The product is N[C@@H](CCCCNC(=O)O)C(=O)N (Lys(COOH)NH2). Run at time 8 hour. Procedure details: To Nα-CBZ-L-lysine benzyl ester fibrils (113 mg) in methanol (4 ml) was added sodium hydroxide (1 N, 4 ml) and the reaction mixture was stirred overnight. The product Nα-CBZ-L-lysine fibrils was extensively washed with water and methanol and the fibrils were dried under vacuum. To a suspension of Nα-CBZ-L-lysine fibrils (50 mg) in acetonitrile (4 ml) was added trimethyl silyl iodide (1 ml). The mixture was stirred for 3 hours at 40° C. The final bifunctional fibrils were extensively washed with ... Starting materials: BrBr (bromine), C(C)(=O)C1=NC(=CC=C1)CNC(C)=O (2-acetyl-6-(acetylaminomethyl)pyridine), Br.C(C)(=O)O (hydrogen bromide acetic acid). The solvent is C(C)(=O)O (acetic acid), C(C)(=O)O (acetic acid), CO (methanol). The product is Br.C(C)(=O)NCC1=NC(=CC=C1)C(CBr)=O (2-(acetylaminomethyl)-6-bromoacetylpyridine hydrobromide). Reaction SMILES: [Br:1]Br.[C:3]([C:6]1[CH:11]=[CH:10][CH:9]=[C:8]([CH2:12][NH:13][C:14](=[O:16])[CH3:15])[N:7]=1)(=[O:5])[CH3:4].[BrH:17].C(O)(=O)C>C(O)(=O)C.CO>[BrH:1].[C:14]([NH:13][CH2:12][C:8]1[CH:9]=[CH:10][CH:11]=[C:6]([C:3](=[O:5])[CH2:4][Br:17])[N:7]=1)(=[O:16])[CH3:15] |f:2.3,6.7|. Reported procedure: A solution of bromine (1.56 g) in acetic acid (5 ml) was added dropwise to a solution of 2-acetyl-6-(acetylaminomethyl)pyridine (1.87 g) and 30 weight % hydrogen bromide-acetic acid solution (4.2 ml) in a mixture of acetic acid (40 ml) and methanol (10 ml) at ambient temperature with stirring. The mixture was warmed to 60° to 70° C. and stirred for two hours. The solvent was evaporated in vacuo and the residue was triturated with diisopropyl ether to give 2-(acetylaminomethyl)-6-bromoacetylpyrid...